Dataset: the Open Reaction Database (ORD), a public repository of structured organic reaction records. Task: describe an organic reaction: reactants, conditions, products, and yield The reactants are N1CCC(CC1)OC=1C=C2C=NNC2=CC1 (5-(piperidin-4-yloxy)-1H-indazole), BrCCO (2-bromoethanol), C([O-])([O-])=O.[K+].[K+] (potassium carbonate), BrCCO (2-bromoethanol). Run in CN(C=O)C (N,N-dimethylformamide). Conditions: time 17 hour. Yields the product N1N=CC2=CC(=CC=C12)OC1CCN(CC1)CCO (2-[4-(1H-indazol-5-yloxy)piperidin-1-yl]ethanol). Isolated yield 37.5%. RXN SMILES: [NH:1]1[CH2:6][CH2:5][CH:4]([O:7][C:8]2[CH:9]=[C:10]3[C:14](=[CH:15][CH:16]=2)[NH:13][N:12]=[CH:11]3)[CH2:3][CH2:2]1.Br[CH2:18][CH2:19][OH:20].C(=O)([O-])[O-].[K+].[K+]>CN(C)C=O>[NH:13]1[C:14]2[C:10](=[CH:9][C:8]([O:7][CH:4]3[CH2:3][CH2:2][N:1]([CH2:18][CH2:19][OH:20])[CH2:6][CH2:5]3)=[CH:16][CH:15]=2)[CH:11]=[N:12]1 |f:2.3.4|. Reported procedure: To a solution of the 5-(piperidin-4-yloxy)-1H-indazole (31 mg, 0.143 mmol) obtained in Example 42 in N,N-dimethylformamide (1 ml) were added 2-bromoethanol (0.0121 ml, 0.171 mmol) and potassium carbonate (49 mg, 0.357 mmol). After 17 hours, 2-bromoethanol (0.0121 ml, 0.171 mmol) was further added thereto. After another 24 hours, the reaction mixture was filtered by the use of Celite and the filtrate was concentrated under reduced pressure. The resulting residue was purified by a silica gel colum... The reactants are Intermediate 20, BrC=1C=C(C(=O)N(C)C)C=CC1 (3-bromo-N,N-dimethylbenzamide), BrC=1C=C(C(=O)N(C)C)C=CC1 (3-bromo-N,N-dimethylbenzamide), C(C)(C)(C)OC(COC1=C(C=C(C=C1)Cl)C#C)=O (tert-butyl(4-chloro-2-ethynylphenoxy)acetate), C(C)(C)(C)OC(COC1=C(C=C(C=C1)Cl)C#C)=O (tert-butyl(4-chloro-2-ethynylphenoxy)acetate). The product is C(C)(C)(C)OC(COC1=C(C=C(C=C1)Cl)C#CC1=CC(=CC=C1)C(=O)N(C)C)=O (tert-butyl[4-chloro-2-({3-[(dimethylamino)carbonyl]phenyl}ethynyl)phenoxy]acetate). As a reaction SMILES: [C:1]([O:5][C:6](=[O:18])[CH2:7][O:8][C:9]1[CH:14]=[CH:13][C:12]([Cl:15])=[CH:11][C:10]=1[C:16]#[CH:17])([CH3:4])([CH3:3])[CH3:2].Br[C:20]1[CH:21]=[C:22]([CH:28]=[CH:29][CH:30]=1)[C:23]([N:25]([CH3:27])[CH3:26])=[O:24]>>[C:1]([O:5][C:6](=[O:18])[CH2:7][O:8][C:9]1[CH:14]=[CH:13][C:12]([Cl:15])=[CH:11][C:10]=1[C:16]#[C:17][C:29]1[CH:30]=[CH:20][CH:21]=[C:22]([C:23]([N:25]([CH3:27])[CH3:26])=[O:24])[CH:28]=1)([CH3:4])([CH3:3])[CH3:2]. Procedure details: Following the general method as outlined in Intermediate 20, starting from (4-chloro-2-ethynyl-phenoxy)-acetic acid tert-butyl ester (Intermediate 3) and 3-bromo-N,N-dimethylbenzamide (Intermediate 180), the title compound was obtained as a brown sticky solid after purification by flash column chromatography (silica), eluting with cyclohexane containing increasing amounts of EtOAc. The yield is 100.9%. Starting materials: BrC1=CC=C(C=C1)C1(CC1)C1=NN=C2N1CCSC(C2)(C)CO[Si](C)(C)C(C)(C)C (3-[1-(4-Bromophenyl)cyclopropyl]-8-({[tert-butyl(dimethyl)silyl]oxy}methyl)-8-methyl-5,6,8,9-tetrahydro[1,2,4]triazolo[4,3-d][1,4]thiazepine), N1N=C(C=C1)B1OC(C)(C)C(C)(C)O1 (1H-pyrazole-3-boronic acid pinacol ester), C([O-])([O-])=O.[K+].[K+] (potassium carbonate). Product: [Si](C)(C)(C(C)(C)C)OCC1(CC=2N(CCS1)C(=NN2)C2(CC2)C2=CC=C(C=C2)C2=CC=NN2)C (8-({[Tert-butyl(dimethyl)silyl]oxy}methyl)-8-methyl-3-{1-[4-(1H-pyrazol-5-yl)phenyl]cyclopropyl}-5,6,8,9-tetrahydro[1,2,4]triazolo[4,3-d][1,4]thiazepine). Run in COCCOC (1,2-dimethoxyethane), O (water), O (water). The reagents and catalysts are C=1C=CC(=CC1)[P](C=2C=CC=CC2)(C=3C=CC=CC3)[Pd]([P](C=4C=CC=CC4)(C=5C=CC=CC5)C=6C=CC=CC6)([P](C=7C=CC=CC7)(C=8C=CC=CC8)C=9C=CC=CC9)[P](C=1C=CC=CC1)(C=1C=CC=CC1)C=1C=CC=CC1 (tetrakis(triphenylphosphine)palladium(0)). Reaction SMILES: Br[C:2]1[CH:7]=[CH:6][C:5]([C:8]2([C:11]3[N:15]4[CH2:16][CH2:17][S:18][C:19]([CH2:22][O:23][Si:24]([C:27]([CH3:30])([CH3:29])[CH3:28])([CH3:26])[CH3:25])([CH3:21])[CH2:20][C:14]4=[N:13][N:12]=3)[CH2:10][CH2:9]2)=[CH:4][CH:3]=1.[NH:31]1[CH:35]=[CH:34][C:33](B2OC(C)(C)C(C)(C)O2)=[N:32]1.C(=O)([O-])[O-].[K+].[K+]>COCCOC.O.C1C=CC([P]([Pd]([P](C2C=CC=CC=2)(C2C=CC=CC=2)C2C=CC=CC=2)([P](C2C=CC=CC=2)(C2C=CC=CC=2)C2C=CC=CC=2)[P](C2C=CC=CC=2)(C2C=CC=CC=2)C2C=CC=CC=2)(C2C=CC=CC=2)C2C=CC=CC=2)=CC=1>[Si:24]([O:23][CH2:22][C:19]1([CH3:21])[S:18][CH2:17][CH2:16][N:15]2[C:11]([C:8]3([C:5]4[CH:6]=[CH:7][C:2]([C:33]5[NH:32][N:31]=[CH:35][CH:34]=5)=[CH:3][CH:4]=4)[CH2:10][CH2:9]3)=[N:12][N:13]=[C:14]2[CH2:20]1)([C:27]([CH3:30])([CH3:29])[CH3:28])([CH3:26])[CH3:25] |f:2.3.4,^1:61,63,82,101|. Procedure: A solution of the compound (300 mg, 0.59 mmol) obtained in Example 16-4), 1H-pyrazole-3-boronic acid pinacol ester (126 mg, 0.65 mmol), tetrakis(triphenylphosphine)palladium(0) (68 mg, 0.06 mmol), and potassium carbonate (163 mg, 1.18 mmol) in 1,2-dimethoxyethane (3 mL) and water (1.5 mL) was stirred at 120° C. for 1 h under microwave irradiation. The reaction mixture was cooled to room temperature, water (3 mL) was added to the reaction mixture, the mixture was extracted with ethyl acetate, and... The reactants are [BH3-]C#N, CN(CCCCNC(=O)OCc1ccccc1)Cc1ccc(CNCc2ncc[nH]2)cc1, Cn1ccnc1C=O, CC(=O)O, CO, [Na+]. The product is CN(CCCCNC(=O)OCc1ccccc1)Cc1ccc(CN(Cc2ncc[nH]2)Cc2nccn2C)cc1. As a reaction SMILES: [C:41]([BH3-:42])#[N:43].[CH2:1]([c:2]1[cH:3][cH:4][cH:5][cH:6][cH:7]1)[O:8][C:9]([NH:10][CH2:11][CH2:12][CH2:13][CH2:14][N:15]([CH3:16])[CH2:17][c:18]1[cH:19][cH:20][c:21]([CH2:24][NH:25][CH2:26][c:27]2[nH:28][cH:29][cH:30][n:31]2)[cH:22][cH:23]1)=[O:32].[CH3:33][n:34]1[c:35]([CH:39]=[O:40])[n:36][cH:37][cH:38]1.[CH3:45][C:46](=[O:47])[OH:48].[CH3:49][OH:50].[Na+:44]>>[CH2:1]([c:2]1[cH:3][cH:4][cH:5][cH:6][cH:7]1)[O:8][C:9]([NH:10][CH2:11][CH2:12][CH2:13][CH2:14][N:15]([CH3:16])[CH2:17][c:18]1[cH:19][cH:20][c:21]([CH2:24][N:25]([CH2:26][c:27]2[n:28][cH:29][cH:30][nH:31]2)[CH2:39][c:35]2[n:34]([CH3:33])[cH:38][cH:37][n:36]2)[cH:22][cH:23]1)=[O:32]. The reactants are Brc1ccoc1, [Li]CCCC, C1CCOC1, CCCCCC, [Cl-], [NH4+], O=C1CCCc2ccoc21. Product: OC1(c2ccoc2)CCCc2ccoc21. Reaction SMILES: [Br:6][c:7]1[cH:8][o:9][cH:10][cH:11]1.[CH2:1]([Li:2])[CH2:3][CH2:4][CH3:5].[CH2:30]1[O:31][CH2:32][CH2:33][CH2:34]1.[CH3:24][CH2:25][CH2:26][CH2:27][CH2:28][CH3:29].[Cl-:22].[NH4+:23].[o:12]1[cH:13][cH:14][c:15]2[c:16]1[C:17](=[O:21])[CH2:18][CH2:19][CH2:20]2>>[c:7]1([C:17]2([OH:21])[c:16]3[o:12][cH:13][cH:14][c:15]3[CH2:20][CH2:19][CH2:18]2)[cH:8][o:9][cH:10][cH:11]1. The reactants are CC(C)(C)OC(=O)NCC1CNC1, COC(=N)NC(=O)OCc1ccccc1, Cc1ccccc1. The product is CC(C)(C)OC(=O)NCC1CN(C(=N)NC(=O)OCc2ccccc2)C1. As a reaction SMILES: [C:1]([CH3:2])([CH3:3])([CH3:4])[O:5][C:6](=[O:7])[NH:8][CH2:9][CH:10]1[CH2:11][NH:12][CH2:13]1.[CH2:14]([c:15]1[cH:16][cH:17][cH:18][cH:19][cH:20]1)[O:21][C:22](=[O:23])[NH:24][C:25]([O:26][CH3:27])=[NH:28].[CH3:29][c:30]1[cH:31][cH:32][cH:33][cH:34][cH:35]1>>[C:1]([CH3:2])([CH3:3])([CH3:4])[O:5][C:6](=[O:7])[NH:8][CH2:9][CH:10]1[CH2:11][N:12]([C:25]([NH:24][C:22]([O:21][CH2:14][c:15]2[cH:16][cH:17][cH:18][cH:19][cH:20]2)=[O:23])=[NH:28])[CH2:13]1. The reactants are BrC1=CC=C(C=C1)CN1C(CCC2=C1N=C(N=C2C=O)C)=O (8-[(4-bromophenyl)methyl]-2-methyl-7-oxo-5,6,7,8-tetrahydropyrido[2,3-d]pyrimidine-4-carbaldehyde), [BH4-].[Na+] (sodium borohydride). Run in O1CCCC1 (tetrahydrofuran), C(C)(C)O (isopropanol). Reaction conditions: temperature 0 celsius, time 45 minute. The product is BrC1=CC=C(C=C1)CN1C(CCC2=C1N=C(N=C2CO)C)=O (8-[(4-Bromophenyl)methyl]4-hydroxymethyl-2-methyl-5,8-dihydro-6H-pyrido[2,3-d]pyrimidin-7-one). Isolated yield 122.2%. Reaction SMILES: [Br:1][C:2]1[CH:7]=[CH:6][C:5]([CH2:8][N:9]2[C:14]3[N:15]=[C:16]([CH3:21])[N:17]=[C:18]([CH:19]=[O:20])[C:13]=3[CH2:12][CH2:11][C:10]2=[O:22])=[CH:4][CH:3]=1.[BH4-].[Na+]>O1CCCC1.C(O)(C)C>[Br:1][C:2]1[CH:7]=[CH:6][C:5]([CH2:8][N:9]2[C:14]3[N:15]=[C:16]([CH3:21])[N:17]=[C:18]([CH2:19][OH:20])[C:13]=3[CH2:12][CH2:11][C:10]2=[O:22])=[CH:4][CH:3]=1 |f:1.2|. Procedure: To a solution of 8-[(4-bromophenyl)methyl]-2-methyl-7-oxo-5,6,7,8-tetrahydropyrido[2,3-d]pyrimidine-4-carbaldehyde (550 mg, 1.53 mmol) in tetrahydrofuran (5 mL) and isopropanol (2 mL) was added sodium borohydride (116 mg, 3.05 mmol). After 45 min, the mixture was cooled to 0° C. and CO2 was bubbled in for 5 min. The mixture was filtered and the filtrate was concentrated to give 677 mg of a yellow foam. Purification by flash chromatography (5% MeOH/CH2Cl2) gave 496 mg (90%) of product as an off-w... Starting materials: C(C(C)C)N[C@]12[C@@H]([C@H]3CC[C@@H]4[C@]5(CC=C(C([C@@H]5CC[C@]4([C@@]3(CC1)C)C)(C)C)C1=CC=C(C(=O)OC)C=C1)C)[C@@H](CC2)C(=C)C (methyl 4-((1R,3aS,5aR,5bR,7aR,11aS,11bR,13aR,13bR)-3a-(isobutylamino)-5a,5b,8,8,11a-pentamethyl-1-(prop-1-en-2-yl)-2,3,3a,4,5,5a,5b,6,7,7a,8,11,11a,11b,12,13,13a,13b-octadecahydro-1H-cyclopenta[a]chrysen-9-yl)benzoate), C(C(C)C)I (isobutyl iodide), methyl 4-((1R,3aS,5aR,5bR,7aR,11aS,11bR,13aR,13bR)-3a-amino-5a,5b,8,8,11a-pentamethyl-1-(prop-1-en-2-yl)-2,3,3a,4,5,5a,5b,6,7,7a,8,11,11a,11b,12,13,13a,13b-octadecahydro-1H-cyclopenta[a]chrysen-9-yl)benzoate, HCl, C([O-])([O-])=O.[K+].[K+] (potassium carbonate). The solvent is CN(C)C=O (DMF). Run at temperature 75 celsius. Yields the product C(C(C)C)N[C@]12[C@@H]([C@H]3CC[C@@H]4[C@]5(CC=C(C([C@@H]5CC[C@]4([C@@]3(CC1)C)C)(C)C)C1=CC=C(C(=O)O)C=C1)C)[C@@H](CC2)C(=C)C (4-((1R,3aS,5aR,5bR,7aR,11aS,11bR,13aR,13bR)-3a-(isobutylamino)-5a,5b,8,8,11a-pentamethyl-1-(prop-1-en-2-yl)-2,3,3a,4,5,5a,5b,6,7,7a,8,11,11a,11b,12,13,13a,13b-octadecahydro-1H-cyclopenta[a]chrysen-9-yl)benzoic acid). RXN SMILES: [CH2:1]([NH:5][C@:6]12[CH2:41][CH2:40][C@@H:39]([C:42]([CH3:44])=[CH2:43])[C@@H:7]1[C@@H:8]1[C@@:21]([CH3:24])([CH2:22][CH2:23]2)[C@@:20]2([CH3:25])[C@@H:11]([C@:12]3([CH3:38])[C@@H:17]([CH2:18][CH2:19]2)[C:16]([CH3:27])([CH3:26])[C:15]([C:28]2[CH:37]=[CH:36][C:31]([C:32]([O:34]C)=[O:33])=[CH:30][CH:29]=2)=[CH:14][CH2:13]3)[CH2:10][CH2:9]1)[CH:2]([CH3:4])[CH3:3].C(=O)([O-])[O-].[K+].[K+].C(I)C(C)C>CN(C=O)C>[CH2:1]([NH:5][C@:6]12[CH2:41][CH2:40][C@@H:39]([C:42]([CH3:44])=[CH2:43])[C@@H:7]1[C@@H:8]1[C@@:21]([CH3:24])([CH2:22][CH2:23]2)[C@@:20]2([CH3:25])[C@@H:11]([C@:12]3([CH3:38])[C@@H:17]([CH2:18][CH2:19]2)[C:16]([CH3:26])([CH3:27])[C:15]([C:28]2[CH:29]=[CH:30][C:31]([C:32]([OH:34])=[O:33])=[CH:36][CH:37]=2)=[CH:14][CH2:13]3)[CH2:10][CH2:9]1)[CH:2]([CH3:4])[CH3:3] |f:1.2.3|. Procedure details: Preparation of methyl 4-((1R,3aS,5aR,5bR,7aR,11aS,11bR,13aR,13bR)-3a-(isobutylamino)-5a,5b,8,8,11a-pentamethyl-1-(prop-1-en-2-yl)-2,3,3a,4,5,5a,5b,6,7,7a,8,11,11a,11b,12,13,13a,13b-octadecahydro-1H-cyclopenta[a]chrysen-9-yl)benzoate. To a sealable vial containing methyl 4-((1R,3aS,5aR,5bR,7aR,11aS,11bR,13aR,13bR)-3a-amino-5a,5b,8,8,11a-pentamethyl-1-(prop-1-en-2-yl)-2,3,3a,4,5,5a,5b,6,7,7a,8,11,11a,11b,12,13,13a,13b-octadecahydro-1H-cyclopenta[a]chrysen-9-yl)benzoate, HCl (0.075 g, 0.129 mmol) w... Starting materials: CCN1CCNCC1, [Cl-], O=C(O)c1cc(Cl)ccn1. Product: CCN1CCN(C(=O)c2cc(Cl)ccn2)CC1. As a reaction SMILES: [CH2:12]([CH3:13])[N:14]1[CH2:15][CH2:16][NH:17][CH2:18][CH2:19]1.[Cl-:1].[Cl:2][c:3]1[cH:4][c:5]([C:9](=[O:10])[OH:11])[n:6][cH:7][cH:8]1>>[Cl:2][c:3]1[cH:4][c:5]([C:9](=[O:11])[N:17]2[CH2:16][CH2:15][N:14]([CH2:12][CH3:13])[CH2:19][CH2:18]2)[n:6][cH:7][cH:8]1. Starting materials: O (water), C(CO)O (Ethylene glycol), FC1=C(C=O)C=CC(=C1F)F (2,3,4-trifluorobenzaldehyde), O.C1(=CC=C(C=C1)S(=O)(=O)O)C (p-toluenesulfonic acid monohydrate). Solvent: C1(=CC=CC=C1)C (toluene). Reaction conditions: time 24 hour. Product: FC1=C(C=CC(=C1F)F)C1OCCO1 (2-(2,3,4-Trifluorophenyl)-1,3-dioxolane). As a reaction SMILES: [CH2:1]([OH:4])[CH2:2][OH:3].[F:5][C:6]1[C:13]([F:14])=[C:12]([F:15])[CH:11]=[CH:10][C:7]=1[CH:8]=O.O.C1(C)C=CC(S(O)(=O)=O)=CC=1.O>C1(C)C=CC=CC=1>[F:5][C:6]1[C:13]([F:14])=[C:12]([F:15])[CH:11]=[CH:10][C:7]=1[CH:8]1[O:4][CH2:1][CH2:2][O:3]1 |f:2.3|. Procedure: Ethylene glycol (348.7 g, 5.62 mol) was added in one portion to a stirred mixture of 2,3,4-trifluorobenzaldehyde (300.0 g, 1.87 mol) and p-toluenesulfonic acid monohydrate (35.6 g, 0.18 mol) in toluene (4.5 L) at ambient temperature. The resulting mixture was heated at reflux with azeotropic removal of water using a Dean-Stark apparatus. The water was removed from time to time (3 hour intervals). After 24 hours, the toluene was removed and the residue was diluted with ethyl acetate (1.5 L) and w...